From a dataset of the Open Reaction Database (ORD), a public repository of structured organic reaction records. describe an organic reaction: reactants, conditions, products, and yield Reactants: CC1CNCC(C)C1, O=C(O)c1cnoc1-c1ccc(C(F)(F)F)cc1. Product: CC1CC(C)CN(C(=O)c2cnoc2-c2ccc(C(F)(F)F)cc2)C1. Reaction SMILES: [CH3:19][CH:20]1[CH2:21][NH:22][CH2:23][CH:24]([CH3:26])[CH2:25]1.[F:1][C:2]([c:3]1[cH:4][cH:5][c:6](-[c:9]2[c:10]([C:14](=[O:15])[OH:16])[cH:11][n:12][o:13]2)[cH:7][cH:8]1)([F:17])[F:18]>>[F:1][C:2]([c:3]1[cH:4][cH:5][c:6](-[c:9]2[c:10]([C:14](=[O:16])[N:22]3[CH2:21][CH:20]([CH3:19])[CH2:25][CH:24]([CH3:26])[CH2:23]3)[cH:11][n:12][o:13]2)[cH:7][cH:8]1)([F:17])[F:18]. The reactants are Cl.ClC=1C=C(C=CC1Cl)C(CN1CCNCC1)C1(CCN(CC1)C)O (4-[1-(3,4-dichlorophenyl)-2-piperazin-1-ylethyl]-1-methylpiperidin-4-ol hydrochloride), C(C1=CC=CC=C1)NC(C(C1(CCCCC1)O)C1=CC(=C(C=C1)Cl)Cl)=O (N-benzyl-2-(3,4-dichlorophenyl)-2-(1-hydroxycyclohexyl)acetamide). Product: Cl.C(C1=CC=CC=C1)NCC(C1=CC(=C(C=C1)Cl)Cl)C1(CCCCC1)O (1-[2-(benzylamino)-1-(3,4-dichlorophenyl)ethyl]cyclohexanol Hydrochloride). Reaction SMILES: Cl.[Cl:2]C1C=C(C(C2(O)CCN(C)CC2)CN2CCNCC2)C=CC=1Cl.[CH2:26]([NH:33][C:34](=O)[CH:35]([C:43]1[CH:48]=[CH:47][C:46]([Cl:49])=[C:45]([Cl:50])[CH:44]=1)[C:36]1([OH:42])[CH2:41][CH2:40][CH2:39][CH2:38][CH2:37]1)[C:27]1[CH:32]=[CH:31][CH:30]=[CH:29][CH:28]=1>>[ClH:2].[CH2:26]([NH:33][CH2:34][CH:35]([C:36]1([OH:42])[CH2:37][CH2:38][CH2:39][CH2:40][CH2:41]1)[C:43]1[CH:48]=[CH:47][C:46]([Cl:49])=[C:45]([Cl:50])[CH:44]=1)[C:27]1[CH:32]=[CH:31][CH:30]=[CH:29][CH:28]=1 |f:0.1,3.4|. Procedure: In an analogous manner to Example 1, step 2 4-[1-(3,4-dichlorophenyl)-2-piperazin-1-ylethyl]-1-methylpiperidin-4-ol hydrochloride was prepared from N-benzyl-2-(3,4-dichlorophenyl)-2-(1-hydroxycyclohexyl)acetamide. HRMS: calcd for C21H25Cl2NO HCl, 413.1080; found (ESI_FT), 378.13864. Reactants: C(C)OC(=O)N1C(C2=CC(=C(C=C2C(=C1)C=O)OCCCC)OC)CC1=CC(=CC=C1)OC (6-butoxy-4-formyl-7-methoxy-1-(3-methoxy-benzyl)-1H-isoquinoline-2-carboxylic acid ethyl ester), [OH-].[K+] (potassium hydroxide). Run in CO (methanol). Conditions: time 15 hour. The product is C(CCC)OC=1C=C2C(=CNC(C2=CC1OC)CC1=CC(=CC=C1)OC)C=O (6-butoxy-7-methoxy-1-(3-methoxy-benzyl)-1,2-dihydro-isoquinoline-4-carbaldehyde). Isolated yield 87.4%. As a reaction SMILES: C(OC([N:6]1[CH:15]=[C:14]([CH:16]=[O:17])[C:13]2[C:8](=[CH:9][C:10]([O:23][CH3:24])=[C:11]([O:18][CH2:19][CH2:20][CH2:21][CH3:22])[CH:12]=2)[CH:7]1[CH2:25][C:26]1[CH:31]=[CH:30][CH:29]=[C:28]([O:32][CH3:33])[CH:27]=1)=O)C.[OH-].[K+]>CO>[CH2:19]([O:18][C:11]1[CH:12]=[C:13]2[C:8](=[CH:9][C:10]=1[O:23][CH3:24])[CH:7]([CH2:25][C:26]1[CH:31]=[CH:30][CH:29]=[C:28]([O:32][CH3:33])[CH:27]=1)[NH:6][CH:15]=[C:14]2[CH:16]=[O:17])[CH2:20][CH2:21][CH3:22] |f:1.2|. Procedure details: To a stirred solution of 6-butoxy-4-formyl-7-methoxy-1-(3-methoxy-benzyl)-1H-isoquinoline-2-carboxylic acid ethyl ester (286 mg, 0.60 mmol) in methanol (12 mL) was added powdered potassium hydroxide (341 mg, 6.08 mmol). The reaction mixture was stirred at room temperature for 15 hrs. The solvent was evaporated and the residue was diluted with ethyl acetate (20 mL) and water (20 mL). The aqueous phase was extracted with ethyl acetate (3×20 mL). The combined extracts were washed with saturated aqu... Reactants: C1(O)=CC(O)=CC=C1 (Resorcinol), C(C1CO1)OC1=CC=CC=C1 (phenyl glycidyl ether), C1(=CC=CC=C1)C=1NC=CN1 (2-phenylimidazole), epoxy. Yields the product OC(COC1=CC(=CC=C1)OCC(COC1=CC=CC=C1)O)COC1=CC=CC=C1 (1,3-bis(2-hydroxy-3-phenoxypropyloxy)benzene). Reaction SMILES: [C:1]1([CH:8]=[CH:7][CH:6]=[C:4]([OH:5])[CH:3]=1)[OH:2].[CH2:9]([O:13][C:14]1[CH:19]=[CH:18][CH:17]=[CH:16][CH:15]=1)[CH:10]1[O:12][CH2:11]1.[C:20]1(C2NC=CN=2)[CH:25]=[CH:24][CH:23]=[CH:22][CH:21]=1>>[OH:12][CH:10]([CH2:9][O:13][C:20]1[CH:21]=[CH:22][CH:23]=[CH:24][CH:25]=1)[CH2:11][O:2][C:1]1[CH:8]=[CH:7][CH:6]=[C:4]([O:5][CH2:11][CH:10]([OH:12])[CH2:9][O:13][C:14]2[CH:19]=[CH:18][CH:17]=[CH:16][CH:15]=2)[CH:3]=1. Procedure details: Resorcinol (110 g), phenyl glycidyl ether (329.5 g) and 2-phenylimidazole (0.4 ) were stirred and heated at 130° for 2 hours, then at 150° for 31/2 hours. The product had a negligible epoxy content (only 0.2 equiv./kg).